From a dataset of the Open Reaction Database (ORD), a public repository of structured organic reaction records. describe an organic reaction: reactants, conditions, products, and yield Starting materials: CN(C=CC(=O)C1=NC=CC=C1)C (3-dimethylamino-1-(2-pyridyl)-2-propen-1-one), NN1C=NN=C1 (4-amino-1,2,4-triazole). The solvent is C=1(C(=CC=CC1)C)C (xylene). Product: N1=C(C=CC=C1)C=1C=2N(N=CC1)C=NN2 (8-(2-Pyridyl)-1,2,4-triazolo[4,3-b]pyridazine). Reaction SMILES: C[N:2](C)[CH:3]=[CH:4][C:5]([C:7]1[CH:12]=[CH:11][CH:10]=[CH:9][N:8]=1)=O.N[N:15]1[CH:19]=[N:18][N:17]=[CH:16]1>C1(C)C(C)=CC=CC=1>[N:8]1[CH:9]=[CH:10][CH:11]=[CH:12][C:7]=1[C:5]1[C:19]2[N:15]([CH:16]=[N:17][N:18]=2)[N:2]=[CH:3][CH:4]=1. Procedure details: As for Example 16, a mixture of 3-dimethylamino-1-(2-pyridyl)-2-propen-1-one, 4-amino-1,2,4-triazole and xylene is refluxed for 16 hours to give the product of the Example. Starting materials: COC1=CC=C(CNC2=CC=NC3=C(C=CC=C23)NC2=CC(=CC=C2)C(F)(F)F)C=C1 (N4-(4-methoxybenzyl)-N8-(3-(trifluoromethyl)phenyl)quinoline-4,8-diamine). The solvent is C(=O)(C(F)(F)F)O (TFA). The product is FC(C=1C=C(C=CC1)NC=1C=CC=C2C(=CC=NC12)N)(F)F (N8-(3-(trifluoromethyl)phenyl)quinoline-4,8-diamine). Yield: 93.1%. As a reaction SMILES: COC1C=CC(C[NH:8][C:9]2[C:18]3[C:13](=[C:14]([NH:19][C:20]4[CH:25]=[CH:24][CH:23]=[C:22]([C:26]([F:29])([F:28])[F:27])[CH:21]=4)[CH:15]=[CH:16][CH:17]=3)[N:12]=[CH:11][CH:10]=2)=CC=1>C(O)(C(F)(F)F)=O>[F:29][C:26]([F:27])([F:28])[C:22]1[CH:21]=[C:20]([NH:19][C:14]2[CH:15]=[CH:16][CH:17]=[C:18]3[C:13]=2[N:12]=[CH:11][CH:10]=[C:9]3[NH2:8])[CH:25]=[CH:24][CH:23]=1. Procedure details: A solution of N4-(4-methoxybenzyl)-N8-(3-(trifluoromethyl)phenyl)quinoline-4,8-diamine (180 mg, 0.425 mmol) in TFA (2 mL) was stirred at 80° C. for 2 h. Then the reaction mixture was quenched with a saturated solution of NaHCO3 and was extracted with EtOAc. The organic layer was washed with water and brine, separated, dried, filtered and concentrated. The residue was triturated with Et2O to afford 120 mg of the title product. 1H NMR (300 MHz, DMSO d6): δ 8.86 (s, 1H), 8.30 (d, J=4.5 Hz, 1H), 7.6... Starting materials: [Al] (aluminum), [Al] (aluminum), C(CCC)OCCO (2-n-butoxyethanol), HAl(OCH2CH2OBu)4, N#N.C(CCC)OCCO (N2 2-n-butoxyethanol). Reaction conditions: temperature 160 celsius, time 6 hour. Product: C(CCC)OCC[O-].C(CCC)OCC[O-].C(CCC)OCC[O-].[Al+3] (Aluminum tri(2-n-butoxyethoxide)). RXN SMILES: [Al:1].[CH2:2]([O:6][CH2:7][CH2:8][OH:9])[CH2:3][CH2:4][CH3:5].N#N.[CH2:12]([O:16][CH2:17][CH2:18][OH:19])[CH2:13][CH2:14][CH3:15]>>[CH2:2]([O:6][CH2:7][CH2:8][O-:9])[CH2:3][CH2:4][CH3:5].[CH2:12]([O:16][CH2:17][CH2:18][O-:19])[CH2:13][CH2:14][CH3:15].[CH2:2]([O:6][CH2:7][CH2:8][O-:9])[CH2:3][CH2:4][CH3:5].[Al+3:1] |f:2.3,4.5.6.7|. Reported procedure: Aluminum tri(2-n-butoxyethoxide) was prepared by incremental addition of pure aluminum turnings to anhydrous 2-n-butoxyethanol. Accordingly, to a 3-liter flask fitted with condenser, stirrer and inlet for dry N2 2-n-butoxyethanol (944 g, 8.0 moles) was added and heated to a reflux temperature of approximately 160° C. Approximately 5 grams of aluminum turnings were added. Evolution of H2 gas is observed after 2 to 10 hours signifying the reaction has begun. A catalytically effective quantity of H...